The task is: describe an organic reaction: reactants, conditions, products, and yield. This data is from the Open Reaction Database (ORD), a public repository of structured organic reaction records. The reactants are C(C1=CC=CC=C1)I (benzyl iodide), C(C1=CC=CC=C1)N1CC=2NC3=CC=CC(=C3C2C(C1)=O)C(=O)OC (2-benzyl-4-oxo-5-carbomethoxy-1,2,3,4-tetrahydro-9H-pyrido[3,4-b]indole), [H-].[Na+] (sodium hydride). Run in O1CCCC1 (tetrahydrofuran), C(Cl)Cl (methylene chloride), O1CCCC1 (tetrahydrofuran), oil. Yields the product C(C1=CC=CC=C1)N1CC=2N(C3=CC=CC(=C3C2C(C1)=O)C(=O)OC)CC1=CC=CC=C1 (2,9-dibenzyl-4-oxo-5-carbomethoxy-1,2,3,4-tetrahydro-9H-pyrido[3,4-b]indole). Yield: 49.1%. Reaction SMILES: [CH2:1]([N:8]1[CH2:20][C:19](=[O:21])[C:18]2[C:17]3[C:12](=[CH:13][CH:14]=[CH:15][C:16]=3[C:22]([O:24][CH3:25])=[O:23])[NH:11][C:10]=2[CH2:9]1)[C:2]1[CH:7]=[CH:6][CH:5]=[CH:4][CH:3]=1.[H-].[Na+].[CH2:28](I)[C:29]1[CH:34]=[CH:33][CH:32]=[CH:31][CH:30]=1>O1CCCC1.C(Cl)Cl>[CH2:1]([N:8]1[CH2:20][C:19](=[O:21])[C:18]2[C:17]3[C:12](=[CH:13][CH:14]=[CH:15][C:16]=3[C:22]([O:24][CH3:25])=[O:23])[N:11]([CH2:28][C:29]3[CH:34]=[CH:33][CH:32]=[CH:31][CH:30]=3)[C:10]=2[CH2:9]1)[C:2]1[CH:7]=[CH:6][CH:5]=[CH:4][CH:3]=1 |f:1.2|. Reported procedure: To a solution of 2-benzyl-4-oxo-5-carbomethoxy-1,2,3,4-tetrahydro-9H-pyrido[3,4-b]indole (0.928 g, 2.78 mmol) in dry tetrahydrofuran (5 mL) was added 60% sodium hydride in oil (111 mg). The resulting mixture was stirred at room temperature until gas evolution ceased. A solution of benzyl iodide (0.606. g, 2.78 mmol) in dry tetrahydrofuran (5 mL) was added to the reaction mixture and the resulting solution stirred at room temperature for 60 h. The mixture was diluted with methylene chloride and w... The reactants are C1COCCO1, CC(C)(C)OC(=O)N1CC=C(B2OC(C)(C)C(C)(C)O2)CC1, Clc1nccnc1OC1CN(c2ccc3ccccc3n2)C1, [K+], [K+], [K+], O, O=P([O-])([O-])[O-]. The product is CC(C)(C)OC(=O)N1CC=C(c2nccnc2OC2CN(c3ccc4ccccc4n3)C2)CC1. Reaction SMILES: [CH2:53]1[O:54][CH2:55][CH2:56][O:57][CH2:58]1.[CH3:23][C:24]1([CH3:25])[C:26]([CH3:27])([CH3:28])[O:29][B:30]([C:31]2=[CH:32][CH2:33][N:34]([C:37](=[O:38])[O:39][C:40]([CH3:41])([CH3:42])[CH3:43])[CH2:35][CH2:36]2)[O:44]1.[Cl:1][c:2]1[c:3]([O:8][CH:9]2[CH2:10][N:11]([c:13]3[n:14][c:15]4[cH:16][cH:17][cH:18][cH:19][c:20]4[cH:21][cH:22]3)[CH2:12]2)[n:4][cH:5][cH:6][n:7]1.[K+:50].[K+:51].[K+:52].[OH2:59].[P:45]([O-:46])([O-:47])([O-:48])=[O:49]>>[c:2]1([C:31]2=[CH:32][CH2:33][N:34]([C:37](=[O:38])[O:39][C:40]([CH3:41])([CH3:42])[CH3:43])[CH2:35][CH2:36]2)[c:3]([O:8][CH:9]2[CH2:10][N:11]([c:13]3[n:14][c:15]4[cH:16][cH:17][cH:18][cH:19][c:20]4[cH:21][cH:22]3)[CH2:12]2)[n:4][cH:5][cH:6][n:7]1. The reactants are S(=O)(=O)(C1=CC=C(C)C=C1)Cl (Tosyl chloride), diol, S(=O)(=O)([O-])C1=CC=C(C)C=C1 (tosylate), [OH-].[Na+] (sodium hydroxide), CCOCC (ether). Run in N1=CC=CC=C1 (pyridine), O (water). The reagents and catalysts are [Cl-].C(CCCCCCC)(=O)C(C(CCCCCCC)=O)(C(CCCCCCC)=O)[NH3+] (tricaprylylmethylammonium chloride). Reaction SMILES: [S:1](Cl)([C:4]1[CH:10]=[CH:9][C:7](C)=[CH:6][CH:5]=1)(=O)=O.S([C:16]1[CH:22]=CC(C)=C[CH:17]=1)([O-])(=O)=O.[OH-:23].[Na+].CC[O:27][CH2:28]C>N1C=CC=CC=1.[Cl-].C(C([NH3+])(C(=O)CCCCCCC)C(=O)CCCCCCC)(=O)CCCCCCC.O>[CH3:28][O:27][CH2:5][CH2:6][CH2:7][CH2:9][CH2:10][CH2:4][S:1][CH2:17][CH:16]1[CH2:22][O:23]1 |f:2.3,6.7|. Conditions: time 1 hour. Yields the product COCCCCCCSCC1OC1 (2-(6-methoxyhexylthiomethyl)oxirane). Procedure: Tosyl chloride (3.6 g, 18.9 mmol) is added in portions to a solution of the above diol (4.2 g, 18.9 mmol) in 15 ml of pyridine at 0°-5°. The mixture is stirred at 0° for 1 hour, then is stirred at RT for 1 hour. The reaction is quenched with water; extracted with ether; washed with 2N H2SO4, water, saturated NaHCO3 and brine; and dried. The resulting tosylate (5.8 g, 17.4 mmol) is mixed with sodium hydroxide (0.69 g, 17.4 mmol), ether (20 ml) and water (25 ml), and to this mixture is added 3 dro... Reactants: S(=O)(=O)(O)OC=1C(O)=CC=CC1 (Catechol sulphate), ice, FC=1C=2CC3CCC(CC2C=CC1)C3N (4-Fluoro-tricyclo[8.2.1.03,8]trideca-3(8),4,6-trien-13-ylamine). Run in C(C)(=O)OCC (ethyl acetate), C1CCOC1 (THF). Conditions: time 18 hour. Product: OC1=C(C=CC=C1)OS(NC1C2CC=3C(=CC=CC3CC1CC2)F)(=O)=O ((4-Fluoro-tricyclo[8.2.1.03,8]trideca-3(8),4,6-trien-13-yl)-sulfamic acid 2-hydroxy-phenyl ester). Isolated yield 50.4%. Reaction SMILES: [S:1]([O:5][C:6]1[C:7](=[CH:9][CH:10]=[CH:11][CH:12]=1)[OH:8])([OH:4])(=[O:3])=O.[F:13][C:14]1[C:15]2[CH2:16][CH:17]3[CH:26]([NH2:27])[CH:20]([CH2:21][C:22]=2[CH:23]=[CH:24][CH:25]=1)[CH2:19][CH2:18]3>C1COCC1.C(OCC)(=O)C>[OH:8][C:7]1[CH:9]=[CH:10][CH:11]=[CH:12][C:6]=1[O:5][S:1](=[O:3])(=[O:4])[NH:27][CH:26]1[CH:20]2[CH2:19][CH2:18][CH:17]1[CH2:16][C:15]1[C:14]([F:13])=[CH:25][CH:24]=[CH:23][C:22]=1[CH2:21]2. Reported procedure: Catechol sulphate (332 mg, 1.93 mmol) was added to an ice-cooled solution of the amine from Step 4 (360 mg, 1.76 mmol) in THF (5 ml). The mixture was allowed to warm to room temperature, stirred for 18 hours, diluted with ethyl acetate and washed with ammonium chloride (aq) followed by brine. The organic phase was dried and evaporated to give a crude oil which was purified by column chromatography on silica gel eluting with 4:1 isohexane-ethyl acetate to give an orange oil 335 mg (51%). 1H NMR (... Starting materials: ClC=1C=C(C=C[N+](=O)[O-])C=CC1Cl (3,4-dichloro-β-nitrostyrene), C1(=CC=C(C=C1)S(=O)(=O)C[N+]#[C-])C ((p-tolylsulfonyl)methyl isocyanide). The solvent is CS(=O)C (DMSO), CCOCC (ether), O (water), CCOCC (ether). Run at time 1.5 hour. The product is ClC=1C=C(C=CC1Cl)C1=CNC=C1[N+](=O)[O-] (3-(3,4-dichlorophenyl)-4-nitropyrrole). The yield is 212.2%. As a reaction SMILES: [Cl:1][C:2]1[CH:3]=[C:4]([CH:10]=[CH:11][C:12]=1[Cl:13])[CH:5]=[CH:6][N+:7]([O-:9])=[O:8].C1(C)C=CC(S([CH2:23][N+:24]#[C-:25])(=O)=O)=CC=1>CS(C)=O.CCOCC.O>[Cl:1][C:2]1[CH:3]=[C:4]([C:5]2[C:6]([N+:7]([O-:9])=[O:8])=[CH:25][NH:24][CH:23]=2)[CH:10]=[CH:11][C:12]=1[Cl:13]. Procedure details: Sodium hydride (2.66 g of a 60% suspension in oil is rinsed with dry ether; 66 mmol) and suspended in 150 mL of dry ether. To this mixture is added over 15 minutes a mixture of 12.0 g (5.5 mmol) of 3,4-dichloro-β-nitrostyrene and 10.8 g (5.5 mmol) of (p-tolylsulfonyl)methyl isocyanide in 50 mL of DMSO and 150 mL of ether. The mixture is stirred for 1.5 hours and then diluted with 150-200 mL of water and additional ether. The ether layer is separated, dried over magnesium sulfate, and concentrate... Starting materials: FC1(C(C1)C1=CC(=NN1)N)F (5-(2,2-difluorocyclopropyl)-1H-pyrazol-3-amine), F[C@@H]1[C@@H](C1)C(=O)OCC (ethyl cis-2-fluorocyclopropane-1-carboxylate). Product: F[C@@H]1[C@@H](C1)C1=CC(=NN1)N (Racemic cis-5-(2-fluorocyclopropyl)-1H-pyrazol-3-amine). As a reaction SMILES: [F:1][C:2]1(F)[CH2:4][CH:3]1[C:5]1[NH:9][N:8]=[C:7]([NH2:10])[CH:6]=1.F[C@H]1C[C@H]1C(OCC)=O>>[F:1][C@H:2]1[CH2:4][C@H:3]1[C:5]1[NH:9][N:8]=[C:7]([NH2:10])[CH:6]=1. Reported procedure: Racemic cis-5-(2-fluorocyclopropyl)-1H-pyrazol-3-amine (49) was prepared analogously using the procedure as described for 5-(2,2-difluorocyclopropyl)-1H-pyrazol-3-amine, using ethyl cis-2-fluorocyclopropane-1-carboxylate in place of butyl 2,2-difluorocyclopropanecarboxylate as the starting material: 1H NMR (300 MHz, DMSO-d6) δ 5.16 (s, 1H), 4.67-4.95 (m, 1H), 4.50 (br, 2H), 3.40 (br s, 1H), 1.95-1.84 (m, 1H), 1.20-1.12 (m, 2H); MS (ESI+) m/z=142 [M+1]+. Starting materials: FC1=C(C(=CC=C1)F)N1C(NCC2=C1N=C(N=C2C=2C=C(C=CC2C)NC(=O)C2=CSC=C2)S(=O)C)=O (N-{3-[8-(2,6-difluorophenyl)-2-(methylsulfinyl)-7-oxo-5,6,7,8-tetrahydropyrimido[4,5-d]pyrimidin-4-yl]-4-methylphenyl}-3-thiophenecarboxamide), CN(C)C=O (DMF). The solvent is C(Cl)Cl (CH2Cl2), CNC (dimethylamine), O (water). Run at time 3 hour. The product is FC1=C(C(=CC=C1)F)N1C(NCC2=C1N=C(N=C2C=2C=C(C=CC2C)NC(=O)C2=CSC=C2)N(C)C)=O (N-{3-[8-(2,6-difluorophenyl)-2-(dimethylamino)-7-oxo-5,6,7,8-tetrahydropyrimido[4,5-d]pyrimidin-4-yl]-4-methylphenyl}-3-thiophenecarboxamide). As a reaction SMILES: [F:1][C:2]1[CH:7]=[CH:6][CH:5]=[C:4]([F:8])[C:3]=1[N:9]1[C:14]2[N:15]=[C:16](S(C)=O)[N:17]=[C:18]([C:19]3[CH:20]=[C:21]([NH:26][C:27]([C:29]4[CH:33]=[CH:32][S:31][CH:30]=4)=[O:28])[CH:22]=[CH:23][C:24]=3[CH3:25])[C:13]=2[CH2:12][NH:11][C:10]1=[O:37].[CH3:38][N:39](C=O)[CH3:40]>C(Cl)Cl.CNC.O>[F:8][C:4]1[CH:5]=[CH:6][CH:7]=[C:2]([F:1])[C:3]=1[N:9]1[C:14]2[N:15]=[C:16]([N:39]([CH3:40])[CH3:38])[N:17]=[C:18]([C:19]3[CH:20]=[C:21]([NH:26][C:27]([C:29]4[CH:33]=[CH:32][S:31][CH:30]=4)=[O:28])[CH:22]=[CH:23][C:24]=3[CH3:25])[C:13]=2[CH2:12][NH:11][C:10]1=[O:37]. Reported procedure: The compound N-{3-[8-(2,6-difluorophenyl)-2-(methylsulfinyl)-7-oxo-5,6,7,8-tetrahydropyrimido[4,5-d]pyrimidin-4-yl]-4-methylphenyl}-3-thiophenecarboxamide, (0.054 g, 0.1 mmol) was dissolved in a mixture of DMF (0.5 mL) and CH2Cl2 (10 mL), and 40% dimethylamine in water (1 mL) was added. The mixture was stirred under argon at room temperature for 3 h. The solvents were pumped off in vacuo. The residue was flash chromatographed on silica gel (10 g) eluted with 10-60% EtOAc/CH2Cl2 to give the title... Starting materials: [BH4-], CC(C)(C)c1csc(-c2cc3cc(C=O)ccc3o2)n1, CO, [Na+]. Product: CC(C)(C)c1csc(-c2cc3cc(CO)ccc3o2)n1. RXN SMILES: [BH4-:21].[C:1]([CH3:2])([CH3:3])([CH3:4])[c:5]1[n:6][c:7](-[c:10]2[o:11][c:12]3[c:13]([cH:14]2)[cH:15][c:16]([CH:19]=[O:20])[cH:17][cH:18]3)[s:8][cH:9]1.[CH3:23][OH:24].[Na+:22]>>[C:1]([CH3:2])([CH3:3])([CH3:4])[c:5]1[n:6][c:7](-[c:10]2[o:11][c:12]3[c:13]([cH:14]2)[cH:15][c:16]([CH2:19][OH:20])[cH:17][cH:18]3)[s:8][cH:9]1. Starting materials: C1CCOC1, CCOCC, C#CC(=O)OCC, CC(C)[N-]C(C)C, Fc1ccc(I)cc1F, [Li+], [Pd], c1ccc(P(c2ccccc2)c2ccccc2)cc1, c1ccc(P(c2ccccc2)c2ccccc2)cc1, c1ccc(P(c2ccccc2)c2ccccc2)cc1, c1ccc(P(c2ccccc2)c2ccccc2)cc1. Product: CCOC(=O)C#Cc1ccc(F)c(F)c1. RXN SMILES: [CH2:25]1[O:26][CH2:27][CH2:28][CH2:29]1.[CH2:30]([O:31][CH2:32][CH3:33])[CH3:34].[CH2:9]([CH3:10])[O:11][C:12]([C:13]#[CH:14])=[O:15].[CH3:2][CH:3]([N-:4][CH:5]([CH3:6])[CH3:7])[CH3:8].[F:16][c:17]1[c:18]([F:24])[cH:19][c:20]([I:23])[cH:21][cH:22]1.[Li+:1].[Pd:35].[c:36]1([P:37]([c:38]2[cH:39][cH:40][cH:41][cH:42][cH:43]2)[c:44]2[cH:45][cH:46][cH:47][cH:48][cH:49]2)[cH:50][cH:51][cH:52][cH:53][cH:54]1.[c:55]1([P:56]([c:57]2[cH:58][cH:59][cH:60][cH:61][cH:62]2)[c:63]2[cH:64][cH:65][cH:66][cH:67][cH:68]2)[cH:69][cH:70][cH:71][cH:72][cH:73]1.[c:74]1([P:75]([c:76]2[cH:77][cH:78][cH:79][cH:80][cH:81]2)[c:82]2[cH:83][cH:84][cH:85][cH:86][cH:87]2)[cH:88][cH:89][cH:90][cH:91][cH:92]1.[c:93]1([P:94]([c:95]2[cH:96][cH:97][cH:98][cH:99][cH:100]2)[c:101]2[cH:102][cH:103][cH:104][cH:105][cH:106]2)[cH:107][cH:108][cH:109][cH:110][cH:111]1>>[CH2:9]([CH3:10])[O:11][C:12]([C:13]#[C:14][c:20]1[cH:19][c:18]([F:24])[c:17]([F:16])[cH:22][cH:21]1)=[O:15].